describe an organic reaction: reactants, conditions, products, and yield From a dataset of the Open Reaction Database (ORD), a public repository of structured organic reaction records. Starting materials: ClC1=NC2=CC=C(C=C2C(=N1)O)Cl (2,6-dichloro-4-quinazolinol), NC1=C(C=C(C2=C1CC(O2)(C)C)C(=O)NC2CCN(CC2)CCN)Cl (4-amino-N-[1-(2-aminoethyl)-4-piperidinyl]-5-chloro-2,3-dihydro-2,2-dimethyl-7-benzofurancarboxamide), [O-2].[Ca+2] (calcium oxide). Solvent: CN(C(C)=O)C (N,N-dimethylacetamide). Run at temperature 140 celsius, time 3 hour. The product is NC1=C(C=C(C2=C1CC(O2)(C)C)C(=O)NC2CCN(CC2)CCNC2=NC1=CC=C(C=C1C(=N2)O)Cl)Cl (4-amino-5-chloro-N-[1-[2-[(6-chloro-4-hydroxy-2-quinazolinyl)amino]ethyl]-4-piperidinyl]-2,3-dihydro-2,2-dimethyl-7-benzofurancarboxamide). The yield is 18.2%. Reaction SMILES: Cl[C:2]1[N:11]=[C:10]([OH:12])[C:9]2[C:4](=[CH:5][CH:6]=[C:7]([Cl:13])[CH:8]=2)[N:3]=1.[NH2:14][C:15]1[C:20]2[CH2:21][C:22]([CH3:25])([CH3:24])[O:23][C:19]=2[C:18]([C:26]([NH:28][CH:29]2[CH2:34][CH2:33][N:32]([CH2:35][CH2:36][NH2:37])[CH2:31][CH2:30]2)=[O:27])=[CH:17][C:16]=1[Cl:38].[O-2].[Ca+2]>CN(C)C(=O)C>[NH2:14][C:15]1[C:20]2[CH2:21][C:22]([CH3:24])([CH3:25])[O:23][C:19]=2[C:18]([C:26]([NH:28][CH:29]2[CH2:30][CH2:31][N:32]([CH2:35][CH2:36][NH:37][C:2]3[N:11]=[C:10]([OH:12])[C:9]4[C:4](=[CH:5][CH:6]=[C:7]([Cl:13])[CH:8]=4)[N:3]=3)[CH2:33][CH2:34]2)=[O:27])=[CH:17][C:16]=1[Cl:38] |f:2.3|. Procedure: A mixture of 2.6 g of 2,6-dichloro-4-quinazolinol (described in J.Med.Chem., 1968, p.130), 3.7 g of 4-amino-N-[1-(2-aminoethyl)-4-piperidinyl]-5-chloro-2,3-dihydro-2,2-dimethyl-7-benzofurancarboxamide (described in EP-0, 445, 862), 0.8 g of calcium oxide and 5.64 g of N,N-dimethylacetamide was stirred for 3 hours at 140° C. After cooling, the reaction mixture was evaporated and the residue was taken up in a mixture of dichloromethane and methanol. The whole was washed with water. The partly prec...